Dataset: the Open Reaction Database (ORD), a public repository of structured organic reaction records. Task: describe an organic reaction: reactants, conditions, products, and yield Reactants: CC(C)Sc1ccc(S(C)(=O)=O)cc1C(=O)O, Cl, FC(F)(F)c1cnc(N2CCNCC2)s1. Product: CC(C)Sc1ccc(S(C)(=O)=O)cc1C(=O)N1CCN(c2ncc(C(F)(F)F)s2)CC1. RXN SMILES: [CH:1]([CH3:2])([CH3:3])[S:4][c:5]1[c:6]([C:7](=[O:8])[OH:9])[cH:10][c:11]([S:14](=[O:15])(=[O:16])[CH3:17])[cH:12][cH:13]1.[ClH:18].[F:19][C:20]([c:21]1[cH:22][n:23][c:24]([N:26]2[CH2:27][CH2:28][NH:29][CH2:30][CH2:31]2)[s:25]1)([F:32])[F:33]>>[CH:1]([CH3:2])([CH3:3])[S:4][c:5]1[c:6]([C:7](=[O:9])[N:29]2[CH2:28][CH2:27][N:26]([c:24]3[n:23][cH:22][c:21]([C:20]([F:19])([F:32])[F:33])[s:25]3)[CH2:31][CH2:30]2)[cH:10][c:11]([S:14](=[O:15])(=[O:16])[CH3:17])[cH:12][cH:13]1. Starting materials: C(\C=C\C(=O)O)(=O)O (fumaric acid), CN (methylamine), C(C)N(CC(C)N1C2=CC=CC=C2SC=2C=CC(=CC12)C(N)=S)CC (10-[(2RS)-1-diethylamino-2-propyl]-2-phenothiazinecarbothioamide). The solvent is C(C)O (ethanol), C(C)O (ethanol), C(C)O (ethanol). Conditions: temperature 60 celsius, time 24 hour. The product is C(C)N(CC(C)N1C2=CC=CC=C2SC=2C=CC(=CC12)C(NC)=S)CC (10-[(2RS)-1-diethylamino-2-propyl]-N-methyl-2-phenothiazinecarbothioamide). Yield: 88.8%. Reaction SMILES: CN.[CH2:3]([N:5]([CH2:26][CH3:27])[CH2:6][CH:7]([N:9]1[C:22]2[CH:21]=[C:20]([C:23](=[S:25])[NH2:24])[CH:19]=[CH:18][C:17]=2[S:16][C:15]2[C:10]1=[CH:11][CH:12]=[CH:13][CH:14]=2)[CH3:8])[CH3:4].[C:28](O)(=O)/C=C/C(O)=O>C(O)C>[CH2:26]([N:5]([CH2:3][CH3:4])[CH2:6][CH:7]([N:9]1[C:22]2[CH:21]=[C:20]([C:23](=[S:25])[NH:24][CH3:28])[CH:19]=[CH:18][C:17]=2[S:16][C:15]2[C:10]1=[CH:11][CH:12]=[CH:13][CH:14]=2)[CH3:8])[CH3:27]. Procedure: A mixture of a 33% strength solution (10 cc) of methylamine in absolute ethanol and 10-[(2RS)-1-diethylamino-2-propyl]-2-phenothiazinecarbothioamide (2 g) in absolute ethanol (15 cc) is brought for 24 hours to a temperature in the region of 100° C. After cooling, the mixture is concentrated to dryness under reduced pressure (30 mm Hg; 4 kPa) at 40° C. The residue is taken up with ethyl acetate (100° C.), washed with distilled water (2×50 cc), dried over magnesium sulphate in the presence of char... Reactants: CC(C)(O)c1ccc2c(c1)C(=CCCBr)c1cccnc1CO2, O=C([O-])[O-], CC#N, CC(C)CN(Cc1ccc(Cl)cc1)C1CCNC1, [K+], [K+], O. Yields the product CC(C)CN(Cc1ccc(Cl)cc1)C1CCN(CCC=C2c3cc(C(C)(C)O)ccc3OCc3ncccc32)C1. As a reaction SMILES: [Br:25][CH2:26][CH2:27][CH:28]=[C:29]1[c:30]2[c:31]([cH:40][cH:41][c:42]([C:44]([CH3:45])([CH3:46])[OH:47])[cH:43]2)[O:32][CH2:33][c:34]2[c:35]1[cH:36][cH:37][cH:38][n:39]2.[C:19](=[O:20])([O-:21])[O-:22].[C:49](#[N:50])[CH3:51].[Cl:1][c:2]1[cH:3][cH:4][c:5]([CH2:6][N:7]([CH:8]2[CH2:9][NH:10][CH2:11][CH2:12]2)[CH2:13][CH:14]([CH3:15])[CH3:16])[cH:17][cH:18]1.[K+:23].[K+:24].[OH2:48]>>[Cl:1][c:2]1[cH:3][cH:4][c:5]([CH2:6][N:7]([CH:8]2[CH2:9][N:10]([CH2:26][CH2:27][CH:28]=[C:29]3[c:30]4[c:31]([cH:40][cH:41][c:42]([C:44]([CH3:45])([CH3:46])[OH:47])[cH:43]4)[O:32][CH2:33][c:34]4[c:35]3[cH:36][cH:37][cH:38][n:39]4)[CH2:11][CH2:12]2)[CH2:13][CH:14]([CH3:15])[CH3:16])[cH:17][cH:18]1. Starting materials: C(Cl)Cl (methylene chloride), C(C1=CC=CC=C1)(=O)OC1CCC(CC1)=O (4-oxocyclohexyl benzoate), C(C)(C)N(C(C)C)CC (N,N-diisopropylethylamine), C(Cl)Cl (methylene chloride), FC(S(=O)(=O)O[Si](C)(C)C(C)(C)C)(F)F (tert-butyldimethylsilyl trifluormethanesulfonate). Run in C(C)(=O)OCC (ethyl acetate), CCCCCC (hexane), O (water). Product: C(C1=CC=CC=C1)OC1CC=C(CC1)O[Si](C)(C)C(C)(C)C ({[4-(Benzyloxy)cyclohex-1-en-1-yl]oxy}(tert-butyl)dimethylsilane). Yield: 86.2%. RXN SMILES: C(Cl)Cl.[C:4]([O:12][CH:13]1[CH2:18][CH2:17][C:16](=[O:19])[CH2:15][CH2:14]1)(=O)[C:5]1[CH:10]=[CH:9][CH:8]=[CH:7][CH:6]=1.C(N(CC)C(C)C)(C)C.FC(F)(F)S(O[Si:35]([C:38]([CH3:41])([CH3:40])[CH3:39])([CH3:37])[CH3:36])(=O)=O>C(OCC)(=O)C.CCCCCC.O>[CH2:4]([O:12][CH:13]1[CH2:18][CH2:17][C:16]([O:19][Si:35]([C:38]([CH3:41])([CH3:40])[CH3:39])([CH3:37])[CH3:36])=[CH:15][CH2:14]1)[C:5]1[CH:10]=[CH:9][CH:8]=[CH:7][CH:6]=1. Reported procedure: A methylene chloride (200 mL) solution of 4-oxocyclohexyl benzoate [Macromolecules 2000, 33, 4619] (17.2 g, 84.5 mmol) in N,N-diisopropylethylamine (29.4 mL, 169 mmol) was cooled in an ice bath under nitrogen. A methylene chloride (50 mL) solution of tert-butyldimethylsilyl trifluormethanesulfonate (20.3 mL, 88.7 mmol) was added dropwise over 0.5 h. After warming to room temperature the contents of the reaction flask were poured into water. The organic layer was separated, dried with anhydrous m... Yield: 61.1%. Reaction SMILES: [CH3:1][O:2][C:3]1[CH:4]=[C:5]2[C:10](=[CH:11][C:12]=1[O:13][CH2:14][CH2:15][N:16]1[CH2:20][CH2:19][CH2:18][CH2:17]1)[N:9]=[CH:8][N:7](COC(=O)C(C)(C)C)[C:6]2=[O:29].N>CO>[CH3:1][O:2][C:3]1[CH:4]=[C:5]2[C:10](=[CH:11][C:12]=1[O:13][CH2:14][CH2:15][N:16]1[CH2:20][CH2:19][CH2:18][CH2:17]1)[N:9]=[CH:8][NH:7][C:6]2=[O:29]. Solvent: CO (methanol). Product: COC=1C=C2C(NC=NC2=CC1OCCN1CCCC1)=O (6-methoxy-7-(2-(pyrrolidin-1-yl)ethoxy)-3,4-dihydroquinazolin-4-one). The reactants are COC=1C=C2C(N(C=NC2=CC1OCCN1CCCC1)COC(C(C)(C)C)=O)=O (6-methoxy-3-((pivaloyloxy)methyl)-7-(2-(pyrrolidin-1-yl)ethoxy)-3,4-dihydroquinazolin-4-one), N (ammonia). Reported procedure: A solution of 6-methoxy-3-((pivaloyloxy)methyl)-7-(2-(pyrrolidin-1-yl)ethoxy)-3,4-dihydroquinazolin-4-one (524 mg, 1.3 mmol) in methanol saturated with ammonia (10 ml) was stirred for 20 hours at ambient temperature. The volatiles were removed by evaporation and the solid residue was triturated with ether, collected by filtration and dried under vacuum to give 6-methoxy-7-(2-(pyrrolidin-1-yl)ethoxy)-3,4-dihydroquinazolin-4-one (230 mg, 61%). Starting materials: COC1=C(C=C(C=CC(=O)OC)C=C1)OCC=1N=C(OC1C)C1=CC=CC=C1 (methyl 4-methoxy-3-(5-methyl-2-phenyl-4-oxazolylmethoxy)cinnamate), [H-].C(C(C)C)[Al+]CC(C)C (diisobutyl aluminum hydride). Yields the product COC1=C(C=C(C=C1)/C=C/CO)OCC=1N=C(OC1C)C1=CC=CC=C1 ((E)-3-[4-methoxy-3-(5-methyl-2-phenyl-4-oxazolylmethoxy)phenyl]-2-propen-1-ol). As a reaction SMILES: [CH3:1][O:2][C:3]1[CH:14]=[CH:13][C:6]([CH:7]=[CH:8][C:9](OC)=[O:10])=[CH:5][C:4]=1[O:15][CH2:16][C:17]1[N:18]=[C:19]([C:23]2[CH:28]=[CH:27][CH:26]=[CH:25][CH:24]=2)[O:20][C:21]=1[CH3:22].[H-].C([Al+]CC(C)C)C(C)C>>[CH3:1][O:2][C:3]1[CH:14]=[CH:13][C:6](/[CH:7]=[CH:8]/[CH2:9][OH:10])=[CH:5][C:4]=1[O:15][CH2:16][C:17]1[N:18]=[C:19]([C:23]2[CH:28]=[CH:27][CH:26]=[CH:25][CH:24]=2)[O:20][C:21]=1[CH3:22] |f:1.2|. Procedure details: In substantially the same manner as in Reference Example 24, methyl 4-methoxy-3-(5-methyl-2-phenyl-4-oxazolylmethoxy)cinnamate was subjected to reduction with diisobutyl aluminum hydride to yield (E)-3-[4-methoxy-3-(5-methyl-2-phenyl-4-oxazolylmethoxy)phenyl]-2-propen-1-ol, which was recrystallized from ethyl acetate-ether to give pale yellow prisms, m.p.137-138° C.